Dataset: the Open Reaction Database (ORD), a public repository of structured organic reaction records. Task: describe an organic reaction: reactants, conditions, products, and yield Reactants: ClC=1C=C(C=CC1Cl)C(CC=O)C1N(C(C2=CC(=CC=C12)F)=O)C (3-(3,4-Dichlorophenyl)-3-(5-fluoro-2-methyl-3-oxo-2,3-dihydro-1H-isoindol-1-yl)propionaldehyde), O=C1N(CCCN1)C1CCNCC1 (4-(2-oxoperhydropyrimidine-1-yl)piperidine). The product is Cl.ClC=1C=C(C=CC1Cl)C(CCN1CCC(CC1)N1C(NCCC1)=O)C1N(C(C2=CC(=CC=C12)F)=O)C (3-[1-(3,4-Dichlorophenyl)-3-(4-(2-oxoperhydropyrimidine-1-yl)piperidino)propyl]-6-fluoro-2-methyl-2,3-dihydroisoindol-1-one hydrochloride). Isolated yield 142.8%. RXN SMILES: [Cl:1][C:2]1[CH:3]=[C:4]([CH:9]([CH:13]2[C:21]3[C:16](=[CH:17][C:18]([F:22])=[CH:19][CH:20]=3)[C:15](=[O:23])[N:14]2[CH3:24])[CH2:10][CH:11]=O)[CH:5]=[CH:6][C:7]=1[Cl:8].[O:25]=[C:26]1[NH:31][CH2:30][CH2:29][CH2:28][N:27]1[CH:32]1[CH2:37][CH2:36][NH:35][CH2:34][CH2:33]1>>[ClH:1].[Cl:1][C:2]1[CH:3]=[C:4]([CH:9]([CH:13]2[C:21]3[C:16](=[CH:17][C:18]([F:22])=[CH:19][CH:20]=3)[C:15](=[O:23])[N:14]2[CH3:24])[CH2:10][CH2:11][N:35]2[CH2:36][CH2:37][CH:32]([N:27]3[CH2:28][CH2:29][CH2:30][NH:31][C:26]3=[O:25])[CH2:33][CH2:34]2)[CH:5]=[CH:6][C:7]=1[Cl:8] |f:2.3|. Procedure: 3-(3,4-Dichlorophenyl)-3-(5-fluoro-2-methyl-3-oxo-2,3-dihydro-1H-isoindol-1-yl)propionaldehyde (0.27 g) was coupled to 4-(2-oxoperhydropyrimidine-1-yl)piperidine (0.135 g) by a method similar to that described in Example 8. The reaction product was not purified by chromatography but converted to the corresponding hydrochloride salt as described in the Example 8 to afford the title compound (0.3 g); mp 180°-205° C. (d); MS: m/z=533(M+1); NMR(CD3 SOCD3): 1.73 (m,4), 2.17 (broad,2), 2.5 (broad,2), ... Starting materials: COC=1C=CC2=C(SC=C2)C1 (6-methoxybenzo[b]thiophene), [Li]CCCC (n-BuLi), C(C)I (ethyl iodide). Product: C(C)C1=CC2=C(S1)C=C(C=C2)O (2-Ethyl 6-hydroxybenzo[b]thiophene). The yield is 90.0%. RXN SMILES: C[O:2][C:3]1[CH:4]=[CH:5][C:6]2[CH:10]=[CH:9][S:8][C:7]=2[CH:11]=1.[Li][CH2:13][CH2:14]CC.C(I)C>>[CH2:13]([C:9]1[S:8][C:7]2[CH:11]=[C:3]([OH:2])[CH:4]=[CH:5][C:6]=2[CH:10]=1)[CH3:14]. Procedure details: This material was prepared from 6-methoxybenzo[b]thiophene 1a (2.63 g, 16 mmole) by treatment with n-BuLi and ethyl iodide (7.80 g, 50 mmole) in a manner as previously described for example 1b to give a white solid (2.78 g, 90%). 1H NMR (DMSO-d6) δ 7.58 (1H, d, J=8.7 Hz), 7.44 (1H, d, J=2.3 Hz), 7.02 (1H, s), 6.92 (1H, dd, J=2.3, 8.7 Hz), 2.84 (2H, q, J=7.5 Hz), 1.27 (3H, t, J=7.5 Hz). The reactants are CC(C)c1cc(C#N)cc2nc(-c3ccc(C(=O)O)cc3)oc12, CCN(C(C)C)C(C)C, ClCCl, NCC1CCc2ccc(N)cc2CC1, NCC1CCc2cccc(N)c2CC1, On1nnc2ccccc21. The product is NCC1CCc2ccc(N)cc2CC1, CC(C)c1cc(C#N)cc2nc(-c3ccc(C(=O)NCC4CCc5cccc(N)c5CC4)cc3)oc12. As a reaction SMILES: [C:48](#[N:49])[c:50]1[cH:51][c:52]([CH:68]([CH3:69])[CH3:70])[c:53]2[c:54]([n:55][c:56](-[c:58]3[cH:59][cH:60][c:61]([C:62](=[O:63])[OH:64])[cH:65][cH:66]3)[o:57]2)[cH:67]1.[CH:39]([N:40]([CH:41]([CH3:42])[CH3:43])[CH2:44][CH3:45])([CH3:46])[CH3:47].[Cl:71][CH2:72][Cl:73].[NH2:15][CH2:16][CH:17]1[CH2:18][CH2:19][c:20]2[c:21]([cH:24][c:25]([NH2:28])[cH:26][cH:27]2)[CH2:22][CH2:23]1.[NH2:1][CH2:2][CH:3]1[CH2:4][CH2:5][c:6]2[c:7]([c:10]([NH2:14])[cH:11][cH:12][cH:13]2)[CH2:8][CH2:9]1.[OH:29][n:30]1[c:31]2[cH:32][cH:33][cH:34][cH:35][c:36]2[n:37][n:38]1>>[NH2:15][CH2:16][CH:17]1[CH2:18][CH2:19][c:20]2[c:21]([cH:24][c:25]([NH2:28])[cH:26][cH:27]2)[CH2:22][CH2:23]1.[NH:1]([CH2:2][CH:3]1[CH2:4][CH2:5][c:6]2[c:7]([c:10]([NH2:14])[cH:11][cH:12][cH:13]2)[CH2:8][CH2:9]1)[C:62]([c:61]1[cH:60][cH:59][c:58](-[c:56]2[n:55][c:54]3[c:53]([c:52]([CH:68]([CH3:69])[CH3:70])[cH:51][c:50]([C:48]#[N:49])[cH:67]3)[o:57]2)[cH:66][cH:65]1)=[O:63]. Reactants: O=CCCCCCCCCCCC(O)=NO (12-oxododecanoic acid oxime), CO (methanol), [H][H] (hydrogen), CO (methanol). The reagents and catalysts are [Pt]=O (platinum oxide). Yields the product NCCCCCCCCCCCC(=O)O (12-aminododecanoic acid). The yield is 92.0%. Reaction SMILES: [O:1]=[CH:2][CH2:3][CH2:4][CH2:5][CH2:6][CH2:7][CH2:8][CH2:9][CH2:10][CH2:11][CH2:12][C:13](=[N:15]O)O.[H][H].C[OH:20]>[Pt]=O>[NH2:15][CH2:13][CH2:12][CH2:11][CH2:10][CH2:9][CH2:8][CH2:7][CH2:6][CH2:5][CH2:4][CH2:3][C:2]([OH:20])=[O:1]. Procedure: In a paar hydrogenation bottle was placed 0.92 g (4×10-3 mol) 12-oxododecanoic acid oxime, 10 mL methanol, and then 0.005 g (2.2×10-5 mol) platinum oxide (Adam's catalyst). The bottle was fitted to a paar high-pressure system, deaerated, deaerated, then filled with hydrogen gas to maintain a pressure of about 3 atm for 1.5 hours with continuous shaking. After hydrogenation, 10 mL of methanol was added to the reaction mixture, then heated to gentle boiling to dissolve the product. The hot mixture... The reactants are BrC1=CC=C2C(CCNC2=N1)=O (7-Bromo-2,3-dihydro-1H-[1,8]naphthyridin-4-one), [BH4-].[Na+] (sodium borohydride), ( 5 ), C(C)(=O)OCC.CCCCCC (ethyl acetate hexane). Run in CO (methanol). Run at time 15 minute. Yields the product BrC1=CC=C2C(CCNC2=N1)O (7-bromo-1,2,3,4-tetrahydro-[1,8]naphthyridin-4-ol). Isolated yield 78.0%. Reaction SMILES: [Br:1][C:2]1[N:11]=[C:10]2[C:5]([C:6](=[O:12])[CH2:7][CH2:8][NH:9]2)=[CH:4][CH:3]=1.[BH4-].[Na+].C(OCC)(=O)C.CCCCCC>CO>[Br:1][C:2]1[N:11]=[C:10]2[C:5]([CH:6]([OH:12])[CH2:7][CH2:8][NH:9]2)=[CH:4][CH:3]=1 |f:1.2,3.4|. Reported procedure: 7-Bromo-2,3-dihydro-1H-[1,8]naphthyridin-4-one (1.459 g) was placed in methanol (25 mL) and sodium borohydride (437 mg, 1.84 eq) was added portionwise over five (5) minutes. The reaction was stirred at room temperature for 15 minutes and then quenched with acetic acid (3 mL). The reaction mixture was concentrated under reduced pressure and the residue was taken up in toluene (100 mL). Silica gel was added and the mixture was concentrated under reduced pressure. Purification by silica gel chromat... Starting materials: CC1=C2NC=C(CCN)C2=CC=C1 (7-Methyltryptamine), Cl (hydrochloric acid), C(C=O)(=O)O (glyoxylic acid). Yields the product Cl.CC=1C=CC=C2C=3CCNCC3NC12 (8-methyl-1,2,3,4-tetrahydro-beta-carboline hydrochloride). Procedure details: 7-Methyltryptamine (free base, Sigma) was dissolved in aqueous hydrochloric acid and condensed with glyoxylic acid as described in part B. The product was decarboxylated according to part C to yield 8-methyl-1,2,3,4-tetrahydro-beta-carboline hydrochloride, which was recrystallized from ethanol:water R1-7 =R9 =H; R8 =Me). As a reaction SMILES: [CH3:1][C:2]1[CH:13]=[CH:12][CH:11]=[C:10]2[C:3]=1[NH:4][CH:5]=[C:6]2[CH2:7][CH2:8][NH2:9].[C:14](O)(=O)C=O.[ClH:19]>>[ClH:19].[CH3:1][C:2]1[CH:13]=[CH:12][CH:11]=[C:10]2[C:3]=1[NH:4][C:5]1[CH2:14][NH:9][CH2:8][CH2:7][C:6]2=1 |f:3.4|.